From a dataset of the Open Reaction Database (ORD), a public repository of structured organic reaction records. describe an organic reaction: reactants, conditions, products, and yield The reactants are CN1N=CC=C1B1OC(C(O1)(C)C)(C)C (1-methyl-5-(4,4,5,5-tetramethyl-1,3,2-dioxaborolan-2-yl)-1H-pyrazole), C(=O)([O-])[O-].[K+].[K+] (K2CO3), BrC=1C=NC(=NC1)C(=O)O (5-bromo-2-pyrimidinecarboxylic acid). Reagents/catalysts: C=1C=CC(=CC1)[P](C=2C=CC=CC2)(C=3C=CC=CC3)[Pd]([P](C=4C=CC=CC4)(C=5C=CC=CC5)C=6C=CC=CC6)([P](C=7C=CC=CC7)(C=8C=CC=CC8)C=9C=CC=CC9)[P](C=1C=CC=CC1)(C=1C=CC=CC1)C=1C=CC=CC1 (tetrakistriphenylphosphine Pd(0)). Run in O1CCOCC1.O (dioxane H2O). Conditions: temperature 80 celsius. Product: CN1N=CC=C1C=1C=NC(=NC1)C(=O)O (5-(1-methyl-1H-pyrazol-5-yl)pyrimidine-2-carboxylic acid). The yield is 74.7%. RXN SMILES: [CH3:1][N:2]1[C:6](B2OC(C)(C)C(C)(C)O2)=[CH:5][CH:4]=[N:3]1.C([O-])([O-])=O.[K+].[K+].Br[C:23]1[CH:24]=[N:25][C:26]([C:29]([OH:31])=[O:30])=[N:27][CH:28]=1>O1CCOCC1.O.C1C=CC([P]([Pd]([P](C2C=CC=CC=2)(C2C=CC=CC=2)C2C=CC=CC=2)([P](C2C=CC=CC=2)(C2C=CC=CC=2)C2C=CC=CC=2)[P](C2C=CC=CC=2)(C2C=CC=CC=2)C2C=CC=CC=2)(C2C=CC=CC=2)C2C=CC=CC=2)=CC=1>[CH3:1][N:2]1[C:6]([C:23]2[CH:24]=[N:25][C:26]([C:29]([OH:31])=[O:30])=[N:27][CH:28]=2)=[CH:5][CH:4]=[N:3]1 |f:1.2.3,5.6,^1:42,44,63,82|. Procedure details: To a solution of 1-methyl-5-(4,4,5,5-tetramethyl-1,3,2-dioxaborolan-2-yl)-1H-pyrazole (1.35 g, 6.5 mmol) in dioxane/H2O (5:1, 59 mL) was added K2CO3 (2.8 g, 20.3 mmol), tetrakistriphenylphosphine Pd(0) (340 mg, 0.3 mmol), and 5-bromo-2-pyrimidinecarboxylic acid (1.2 g, 5.9 mmol). The reaction mixture was heated to 80° C. in a sealed tube for 12 h. The reaction solution was poured onto H2O (100 mL) and extracted with DCM. The organics were dried (Na2SO4), concentrated under vacuum to give the tit... Reactants: OC1CCNCC1 (4-Hydroxypiperidine), Cl (hydrochloric acid), OC1CCNCC1 (4-hydroxypiperidine), C1(CCCCC1)=O (cyclohexanone), [C-]#N.[K+] (potassium cyanide). Solvent: O (water), O (water). Conditions: temperature 0 celsius, time 18 hour. Yields the product C(#N)C1(CCCCC1)N1CCC(CC1)O (1-(1-cyanocyclohexyl)-4-hydroxypiperidine). As a reaction SMILES: [OH:1][CH:2]1[CH2:7][CH2:6][NH:5][CH2:4][CH2:3]1.Cl.[C:9]1(=O)[CH2:14][CH2:13][CH2:12][CH2:11][CH2:10]1.[C-:16]#[N:17].[K+]>O>[C:16]([C:9]1([N:5]2[CH2:6][CH2:7][CH:2]([OH:1])[CH2:3][CH2:4]2)[CH2:14][CH2:13][CH2:12][CH2:11][CH2:10]1)#[N:17] |f:3.4|. Reported procedure: 4-Hydroxypiperidine (Aldrich) (5 g) was dissolved in distilled water (14 ml), cooled to 0° C. and the pH was adjusted to between 4 and 5 by addition of concentrated hydrochloric acid and 4-hydroxypiperidine. After warming to room temperature, 5.2 ml cyclohexanone and 3.3 g potassium cyanide in water (9 ml) were added sequentially. After 18 hours stirring at room temperature, the solid was filtered. The solid was dissolved in 100 ml methylene chloride, dried over Na2SO4, filtered and the solvent ... Reactants: O=C([O-])[O-], FC(F)(F)c1cc(C(COCc2ccccc2)OC2CCC3C(c4nnn[nH]4)CC2(c2ccccc2)N3Cc2ccccc2)cc(C(F)(F)F)c1, CI, CC#N, [K+], [K+]. Yields the product Cn1nnnc1C1CC2(c3ccccc3)C(OC(COCc3ccccc3)c3cc(C(F)(F)F)cc(C(F)(F)F)c3)CCC1N2Cc1ccccc1. Reaction SMILES: [C:54](=[O:55])([O-:56])[O-:57].[CH2:1]([c:2]1[cH:3][cH:4][cH:5][cH:6][cH:7]1)[N:8]1[C:9]2([c:46]3[cH:47][cH:48][cH:49][cH:50][cH:51]3)[CH:10]([O:21][CH:22]([CH2:23][O:24][CH2:25][c:26]3[cH:27][cH:28][cH:29][cH:30][cH:31]3)[c:32]3[cH:33][c:34]([C:42]([F:43])([F:44])[F:45])[cH:35][c:36]([C:38]([F:39])([F:40])[F:41])[cH:37]3)[CH2:11][CH2:12][CH:13]1[CH:14]([c:16]1[n:17][n:18][n:19][nH:20]1)[CH2:15]2.[CH3:52][I:53].[CH3:60][C:61]#[N:62].[K+:58].[K+:59]>>[CH2:1]([c:2]1[cH:3][cH:4][cH:5][cH:6][cH:7]1)[N:8]1[C:9]2([c:46]3[cH:47][cH:48][cH:49][cH:50][cH:51]3)[CH:10]([O:21][CH:22]([CH2:23][O:24][CH2:25][c:26]3[cH:27][cH:28][cH:29][cH:30][cH:31]3)[c:32]3[cH:33][c:34]([C:42]([F:43])([F:44])[F:45])[cH:35][c:36]([C:38]([F:39])([F:40])[F:41])[cH:37]3)[CH2:11][CH2:12][CH:13]1[CH:14]([c:16]1[n:17]([CH3:54])[n:18][n:19][n:20]1)[CH2:15]2. Solvent: C1CCOC1 (THF), CO (MeOH). Starting materials: FC(C1=CC=C(C=C1)C1=CC=CN2C1=NS(CC2)(=O)=O)(C2=CC(=C(C=C2)F)C)F (9-{4-[difluoro(4-fluoro-3-methylphenyl)methyl]phenyl}-3,4-dihydropyrido[2,1-c][1,2,4]thiadiazine 2,2-dioxide). Conditions: time 3 hour. Procedure: Platinum(IV) oxide (30 mg) was added to a solution of 9-{4-[difluoro(4-fluoro-3-methylphenyl)methyl]phenyl}-3,4-dihydropyrido[2,1-c][1,2,4]thiadiazine 2,2-dioxide (148 mg) in THF (dry) (50 mL) and MeOH (50 mL). The mixture was stirred at room temperature under hydrogen for 3 hr. Activated carbon was added and the insoluble solid was removed by filtration through NH-silica gel/Celite pad (eluted with EtOAc) and the filtrate was concentrated in vacuo. The residue was crystallized from THF/IPE to g... Yields the product FC(C1=CC=C(C=C1)C1CCCN2C1=NS(CC2)(=O)=O)(C2=CC(=C(C=C2)F)C)F (9-{4-[difluoro(4-fluoro-3-methylphenyl)methyl]phenyl}-3,4,6,7,8,9-hexahydropyrido[2,1-c][1,2,4]thiadiazine 2,2-dioxide). The yield is 31.1%. Reagents/catalysts: [Pt](=O)=O (Platinum(IV) oxide). RXN SMILES: [F:1][C:2]([F:29])([C:21]1[CH:26]=[CH:25][C:24]([F:27])=[C:23]([CH3:28])[CH:22]=1)[C:3]1[CH:8]=[CH:7][C:6]([C:9]2[C:14]3=[N:15][S:16](=[O:20])(=[O:19])[CH2:17][CH2:18][N:13]3[CH:12]=[CH:11][CH:10]=2)=[CH:5][CH:4]=1>C1COCC1.CO.[Pt](=O)=O>[F:29][C:2]([F:1])([C:21]1[CH:26]=[CH:25][C:24]([F:27])=[C:23]([CH3:28])[CH:22]=1)[C:3]1[CH:8]=[CH:7][C:6]([CH:9]2[C:14]3=[N:15][S:16](=[O:19])(=[O:20])[CH2:17][CH2:18][N:13]3[CH2:12][CH2:11][CH2:10]2)=[CH:5][CH:4]=1. Starting materials: NC1=NC=CC=C1I (2-Amino-3-iodopyridine), C([O-])([O-])=O.[Na+].[Na+] (sodium carbonate), NC1=NC=CC=C1I (2-amino-3-iodopyridine), CN(C1(CCC(CC1)(O)C#CC)C1=CC=CC=C1)C (4-(dimethylamino)-4-phenyl-1-(prop-1-ynyl)cyclohexanol), [Cl-].[Li+] (lithium chloride). The reagents and catalysts are C1=CC=C(C=C1)P([C-]2C=CC=C2)C3=CC=CC=C3.C1=CC=C(C=C1)P([C-]2C=CC=C2)C3=CC=CC=C3.Cl[Pd]Cl.[Fe+2] (Pd(dppf)Cl2), catalyst. Run in C(Cl)Cl (CH2Cl2), C(Cl)Cl (methylene chloride), O (water), CN(C=O)C (dimethylformamide). Conditions: temperature 79 celsius, time 2 hour. The product is CN(C1(CCC(CC1)(O)C1=C(C=2C(=NC=CC2)N1)C)C1=CC=CC=C1)C (4-Dimethylamino-1-(3-methyl-1H-pyrrolo[2,3-b]pyridin-2-yl)-4-phenylcyclohexanol). Reaction SMILES: [NH2:1][C:2]1[C:7](I)=[CH:6][CH:5]=[CH:4][N:3]=1.[CH3:9][N:10]([CH3:27])[C:11]1([C:21]2[CH:26]=[CH:25][CH:24]=[CH:23][CH:22]=2)[CH2:16][CH2:15][C:14]([C:18]#[C:19][CH3:20])([OH:17])[CH2:13][CH2:12]1.[Cl-].[Li+].C(=O)([O-])[O-].[Na+].[Na+]>CN(C)C=O.C1C=CC(P(C2C=CC=CC=2)[C-]2C=CC=C2)=CC=1.C1C=CC(P(C2C=CC=CC=2)[C-]2C=CC=C2)=CC=1.Cl[Pd]Cl.[Fe+2].C(Cl)Cl.O>[CH3:27][N:10]([CH3:9])[C:11]1([C:21]2[CH:26]=[CH:25][CH:24]=[CH:23][CH:22]=2)[CH2:16][CH2:15][C:14]([C:18]2[NH:1][C:2]3=[N:3][CH:4]=[CH:5][CH:6]=[C:7]3[C:19]=2[CH3:20])([OH:17])[CH2:13][CH2:12]1 |f:2.3,4.5.6,8.9.10.11|. Procedure: 2-Amino-3-iodopyridine (3,108 mg, 14.13 mmol), 4-(dimethylamino)-4-phenyl-1-(prop-1-ynyl)cyclohexanol (4,000 mg, 15.54 mmol), lithium chloride (630 mg, 14.83 mmol) and sodium carbonate (4.49 g, 42.38 mmol) were combined in dimethylformamide (absolute, 60 ml) in an argon atmosphere. The catalyst ([Pd(dppf)Cl2×CH2Cl2], 1,154 mg, 1.41 mmol) was then added. The red solution was heated at 79° C. (oil bath temperature) for 5 h. To bring the reaction to completion, a further 0.3 equivalent of 2-amino-3... Starting materials: CCOC(=O)c1ccc(N)cc1, CC(C)CCCCCCCCCCCCCBr, CN(C)P(=O)(N(C)C)N(C)C. Product: CCOC(=O)c1ccc(NCCCCCCCCCCCCCC(C)C)cc1. As a reaction SMILES: [CH3:18][CH2:19][O:20][C:21](=[O:22])[c:23]1[cH:24][cH:25][c:26]([NH2:27])[cH:28][cH:29]1.[CH3:1][CH:2]([CH2:3][CH2:4][CH2:5][CH2:6][CH2:7][CH2:8][CH2:9][CH2:10][CH2:11][CH2:12][CH2:13][CH2:14][CH2:15][Br:16])[CH3:17].[CH3:30][N:31]([P:32]([N:33]([CH3:34])[CH3:35])([N:36]([CH3:37])[CH3:38])=[O:39])[CH3:40]>>[CH3:1][CH:2]([CH2:3][CH2:4][CH2:5][CH2:6][CH2:7][CH2:8][CH2:9][CH2:10][CH2:11][CH2:12][CH2:13][CH2:14][CH2:15][NH:27][c:26]1[cH:25][cH:24][c:23]([C:21]([O:20][CH2:19][CH3:18])=[O:22])[cH:29][cH:28]1)[CH3:17].